This data is from the Open Reaction Database (ORD), a public repository of structured organic reaction records. The task is: describe an organic reaction: reactants, conditions, products, and yield The reactants are C(=O)([O-])[O-].[Cs+].[Cs+] (Cs2CO3), BrCC(=O)OCC (ethyl bromoacetate), C(C1=CC=CC=C1)OC(=O)N1C(C2=CC=CC=C2CC1)C1=C(C=CC=C1F)OCC=C ((±)-1-(2-allyloxy-6-fluoro-phenyl)-3,4-dihydro-1H-isoquinoline-2-carboxylic acid benzyl ester), CN1C(=O)N(C(=O)CC1=O)C (1,3-dimethylbarbituric acid), CCOC(=O)C (AcOEt). Reagents/catalysts: [Pd].C1(=CC=CC=C1)P(C1=CC=CC=C1)C1=CC=CC=C1.C1(=CC=CC=C1)P(C1=CC=CC=C1)C1=CC=CC=C1.C1(=CC=CC=C1)P(C1=CC=CC=C1)C1=CC=CC=C1.C1(=CC=CC=C1)P(C1=CC=CC=C1)C1=CC=CC=C1 (tetrakis(triphenylphosphine) palladium (0)). The solvent is CN(C)C=O (DMF), CO (MeOH), O (water). Reaction conditions: temperature 50 celsius, time 5 hour. Product: C(C1=CC=CC=C1)OC(=O)N1C(C2=CC=CC=C2CC1)C1=C(C=CC=C1F)OCC(=O)O ((±)-1-(2-Carboxymethoxy-6-fluoro-phenyl)-3,4-dihydro-1H-isoquinoline-2-carboxylic acid benzyl ester). Reaction SMILES: C(OC([N:11]1[CH2:20][CH2:19][C:18]2[C:13](=[CH:14][CH:15]=[CH:16][CH:17]=2)[CH:12]1[C:21]1[C:26]([F:27])=[CH:25][CH:24]=[CH:23][C:22]=1[O:28][CH2:29]C=C)=O)C1C=CC=CC=1.CN1[C:40](=O)[CH2:39][C:37](=O)N(C)C1=O.[C:43]([O-:46])([O-])=[O:44].[Cs+].[Cs+].BrC[C:51]([O:53][CH2:54][CH3:55])=[O:52].[CH3:56][CH2:57]OC(C)=O>CO.CN(C=O)C.O.[Pd].C1(P(C2C=CC=CC=2)C2C=CC=CC=2)C=CC=CC=1.C1(P(C2C=CC=CC=2)C2C=CC=CC=2)C=CC=CC=1.C1(P(C2C=CC=CC=2)C2C=CC=CC=2)C=CC=CC=1.C1(P(C2C=CC=CC=2)C2C=CC=CC=2)C=CC=CC=1>[CH2:54]([O:53][C:51]([N:11]1[CH2:20][CH2:19][C:18]2[C:13](=[CH:14][CH:15]=[CH:16][CH:17]=2)[CH:12]1[C:21]1[C:26]([F:27])=[CH:25][CH:24]=[CH:23][C:22]=1[O:28][CH2:29][C:43]([OH:46])=[O:44])=[O:52])[C:55]1[CH:37]=[CH:39][CH:40]=[CH:57][CH:56]=1 |f:2.3.4,10.11.12.13.14|. Procedure: A mixture under N2 of (±)-1-(2-allyloxy-6-fluoro-phenyl)-3,4-dihydro-1H-isoquinoline-2-carboxylic acid benzyl ester (60 mg, 0.14 mmol, 1.00 eq.), 1,3-dimethylbarbituric acid (45 mg, 0.29 mmol, 2.00 eq.) and tetrakis(triphenylphosphine) palladium (0) (8 mg, 7 μmol, 0.05 eq.) in MeOH (5 mL) was stirred at 50° C. for 5 hours. The mixture was partitioned between AcOEt (25 mL) and water (25 mL). The layers were separated and the aq. phase was extracted with AcOEt (2×25 mL). The comb. org. phases were... Reactants: O=C(CBr)c1cccnc1, CC#N, O=C(O)Cc1ccc(OCc2ccc3ccccc3n2)cc1. Product: O=C(Cc1ccc(OCc2ccc3ccccc3n2)cc1)OCC(=O)c1cccnc1. Reaction SMILES: [Br:23][CH2:24][C:25](=[O:26])[c:27]1[cH:28][n:29][cH:30][cH:31][cH:32]1.[CH3:33][C:34]#[N:35].[n:1]1[c:2]([CH2:11][O:12][c:13]2[cH:14][cH:15][c:16]([CH2:19][C:20](=[O:21])[OH:22])[cH:17][cH:18]2)[cH:3][cH:4][c:5]2[cH:6][cH:7][cH:8][cH:9][c:10]12>>[n:1]1[c:2]([CH2:11][O:12][c:13]2[cH:14][cH:15][c:16]([CH2:19][C:20](=[O:21])[O:22][CH2:24][C:25](=[O:26])[c:27]3[cH:28][n:29][cH:30][cH:31][cH:32]3)[cH:17][cH:18]2)[cH:3][cH:4][c:5]2[cH:6][cH:7][cH:8][cH:9][c:10]12. Reactants: CC(C)C(C(=O)[O-])c1nc(C(=O)c2ccc(F)cc2)no1, O, O=S(=O)(O)O. Product: O=C(O)Cc1nc(C(=O)c2ccc(F)cc2)no1. Reaction SMILES: [CH:1]([CH3:2])([CH3:3])[CH:4]([C:5](=[O:6])[O-:7])[c:8]1[n:9][c:10]([C:13]([c:14]2[cH:15][cH:16][c:17]([F:20])[cH:18][cH:19]2)=[O:21])[n:11][o:12]1.[OH2:22].[S:23](=[O:24])(=[O:25])([OH:26])[OH:27]>>[CH2:4]([C:5](=[O:6])[OH:7])[c:8]1[n:9][c:10]([C:13]([c:14]2[cH:15][cH:16][c:17]([F:20])[cH:18][cH:19]2)=[O:21])[n:11][o:12]1. Procedure details: In 15 ml of dry benzene were dissolved 1.8 g of α-(2,2-dichlorovinyl)isovaleric acid, followed by the addition of 3.5 g of thionyl chloride. The mixture was refluxed for 5 hours and, then, distilled to remove the low-boiling fraction. By the above procedure there was obtained α-(2,2-dichlorovinyl)isovaleroyl chloride. This chloride was dissolved in 20 ml of benzene, and 2.0 g of α-ethynyl-3-phenoxybenzyl alcohol were added. This was followed by the addition of 2.9 g of pyridine and the mixture w... The reactants are ClC(=CC(C(=O)O)C(C)C)Cl (α-(2,2-dichlorovinyl)isovaleric acid), S(=O)(Cl)Cl (thionyl chloride). As a reaction SMILES: [Cl:1][C:2]([Cl:11])=[CH:3][CH:4]([CH:8]([CH3:10])[CH3:9])[C:5](O)=[O:6].S(Cl)([Cl:14])=O>C1C=CC=CC=1>[Cl:1][C:2]([Cl:11])=[CH:3][CH:4]([CH:8]([CH3:10])[CH3:9])[C:5]([Cl:14])=[O:6]. Product: ClC(=CC(C(=O)Cl)C(C)C)Cl (α-(2,2-dichlorovinyl)isovaleroyl chloride). Run in C1=CC=CC=C1 (benzene). The reactants are COC(=O)C=CC(CC(C)N(C)C)(c1ccccc1)c1ccccc1, CO. The product is COC(=O)CCC(CC(C)N(C)C)(c1ccccc1)c1ccccc1. Reaction SMILES: [CH3:1][N:2]([CH:3]([CH2:4][C:5]([CH:6]=[CH:7][C:8](=[O:9])[O:10][CH3:11])([c:12]1[cH:13][cH:14][cH:15][cH:16][cH:17]1)[c:18]1[cH:19][cH:20][cH:21][cH:22][cH:23]1)[CH3:24])[CH3:25].[CH3:26][OH:27]>>[CH3:1][N:2]([CH:3]([CH2:4][C:5]([CH2:6][CH2:7][C:8](=[O:9])[O:10][CH3:11])([c:12]1[cH:13][cH:14][cH:15][cH:16][cH:17]1)[c:18]1[cH:19][cH:20][cH:21][cH:22][cH:23]1)[CH3:24])[CH3:25]. Reactants: COC1(CCC2(C(NC(N2)=O)=O)CC1)C(F)(F)F (8-Methoxy-8-(trifluoromethyl)-1,3-diazaspiro[4.5]decane-2,4-dione), Cl (hydrochloric acid), [OH-].[Na+] (sodium hydroxide). Run at time 3 day. Yields the product NC1(CCC(CC1)(C(F)(F)F)OC)C(=O)O (1-Amino-4-methoxy-4-(trifluoromethyl)cyclohexanecarboxylic acid). Reaction SMILES: [CH3:1][O:2][C:3]1([C:15]([F:18])([F:17])[F:16])[CH2:14][CH2:13][C:6]2([NH:10]C(=O)N[C:7]2=[O:12])[CH2:5][CH2:4]1.Cl.[OH-:20].[Na+]>>[NH2:10][C:6]1([C:7]([OH:12])=[O:20])[CH2:5][CH2:4][C:3]([O:2][CH3:1])([C:15]([F:18])([F:17])[F:16])[CH2:14][CH2:13]1 |f:2.3|. Procedure: 10.00 g (37.56 mmol) of 8-methoxy-8-(trifluoromethyl)-1,3-diazaspiro[4.5]decane-2,4-dione (Example 14A) were suspended in 125 ml of 3-molar aqueous sodium hydroxide solution and stirred under reflux conditions for 3 days. Subsequently, the pH was adjusted to 6 using concentrated aqueous hydrochloric acid, and the precipitated product was filtered off, washed with water and dried under reduced pressure. This gave 12.20 g (135% of theory; the product contains inorganic salts) of the title compound...